This data is from the Open Reaction Database (ORD), a public repository of structured organic reaction records. The task is: describe an organic reaction: reactants, conditions, products, and yield The reactants are CCOC(C)=O, COCCCCc1c(C(=O)N(CC(C)C)C2CC(C(=O)N3CCOCC3)CN(C(=O)OC(C)(C)C)C2)nnn1-c1ccccc1C, CCOC(C)=O, Cl. Yields the product COCCCCc1c(C(=O)N(CC(C)C)C2CNCC(C(=O)N3CCOCC3)C2)nnn1-c1ccccc1C, Cl. RXN SMILES: [C:47]([O:48][CH2:49][CH3:50])(=[O:51])[CH3:52].[CH3:1][O:2][CH2:3][CH2:4][CH2:5][CH2:6][c:7]1[c:8]([C:19](=[O:20])[N:21]([CH:22]2[CH2:23][N:24]([C:36]([O:37][C:38]([CH3:39])([CH3:40])[CH3:41])=[O:42])[CH2:25][CH:26]([C:28](=[O:29])[N:30]3[CH2:31][CH2:32][O:33][CH2:34][CH2:35]3)[CH2:27]2)[CH2:43][CH:44]([CH3:45])[CH3:46])[n:9][n:10][n:11]1-[c:12]1[c:13]([CH3:18])[cH:14][cH:15][cH:16][cH:17]1.[CH3:54][CH2:55][O:56][C:57](=[O:58])[CH3:59].[ClH:53]>>[CH3:1][O:2][CH2:3][CH2:4][CH2:5][CH2:6][c:7]1[c:8]([C:19](=[O:20])[N:21]([CH:22]2[CH2:23][NH:24][CH2:25][CH:26]([C:28](=[O:29])[N:30]3[CH2:31][CH2:32][O:33][CH2:34][CH2:35]3)[CH2:27]2)[CH2:43][CH:44]([CH3:45])[CH3:46])[n:9][n:10][n:11]1-[c:12]1[c:13]([CH3:18])[cH:14][cH:15][cH:16][cH:17]1.[ClH:53]. Reactants: C15H29N3O3, C(C)(C)(C)OC(=O)N1CCC(C(=O)O)CC1 (1-t-butoxycarbonyl-iso-nipecotic acid), C(C(C)C)OC(=O)Cl (iso-butylchloroformate), CN(CCN)C (N,N-dimethyl-1,2-ethylenediamine). Product: C(C)(C)(C)OC(=O)N1CCC(CC1)C(NCCN(C)C)=O (4-(2-Dimethylamino-ethylcarbamoyl)-piperidine-1-carboxylic acid tert-butyl ester). Reaction SMILES: [C:1]([O:5][C:6]([N:8]1[CH2:16][CH2:15][CH:11]([C:12]([OH:14])=O)[CH2:10][CH2:9]1)=[O:7])([CH3:4])([CH3:3])[CH3:2].C(OC(Cl)=O)C(C)C.[CH3:25][N:26]([CH3:30])[CH2:27][CH2:28][NH2:29]>>[C:1]([O:5][C:6]([N:8]1[CH2:9][CH2:10][CH:11]([C:12](=[O:14])[NH:29][CH2:28][CH2:27][N:26]([CH3:30])[CH3:25])[CH2:15][CH2:16]1)=[O:7])([CH3:2])([CH3:3])[CH3:4]. Procedure details: 4-(2-Dimethylamino-ethylcarbamoyl)-piperidine-1-carboxylic acid tert-butyl ester was prepared from 1-t-butoxycarbonyl-iso-nipecotic acid (5 g), iso-butylchloroformate (2.83 mL) and N,N-dimethyl-1,2-ethylenediamine (2.63 mL). Exact mass calculated for C15H29N3O3 299.22, found 300.4 (MH+). Reactants: ClC(Cl)Cl, O=C(c1cc(C(F)(F)F)cc(C(F)(F)F)c1)N1CCC(N2CCC(=C3c4ccccc4CCn4c(CO)cnc43)CC2)CC1Cc1ccccc1. Product: O=Cc1cnc2n1CCc1ccccc1C2=C1CCN(C2CCN(C(=O)c3cc(C(F)(F)F)cc(C(F)(F)F)c3)C(Cc3ccccc3)C2)CC1. As a reaction SMILES: [Cl:52][CH:53]([Cl:54])[Cl:55].[F:1][C:2]([c:3]1[cH:4][c:5]([C:6](=[O:7])[N:8]2[CH:9]([CH2:36][c:37]3[cH:38][cH:39][cH:40][cH:41][cH:42]3)[CH2:10][CH:11]([N:14]3[CH2:15][CH2:16][C:17](=[C:20]4[c:21]5[n:22]([c:31]([CH2:34][OH:35])[cH:32][n:33]5)[CH2:23][CH2:24][c:25]5[c:26]4[cH:27][cH:28][cH:29][cH:30]5)[CH2:18][CH2:19]3)[CH2:12][CH2:13]2)[cH:43][c:44]([C:46]([F:47])([F:48])[F:49])[cH:45]1)([F:50])[F:51]>>[F:1][C:2]([c:3]1[cH:4][c:5]([C:6](=[O:7])[N:8]2[CH:9]([CH2:36][c:37]3[cH:38][cH:39][cH:40][cH:41][cH:42]3)[CH2:10][CH:11]([N:14]3[CH2:15][CH2:16][C:17](=[C:20]4[c:21]5[n:22]([c:31]([CH:34]=[O:35])[cH:32][n:33]5)[CH2:23][CH2:24][c:25]5[c:26]4[cH:27][cH:28][cH:29][cH:30]5)[CH2:18][CH2:19]3)[CH2:12][CH2:13]2)[cH:43][c:44]([C:46]([F:47])([F:48])[F:49])[cH:45]1)([F:50])[F:51]. The reactants are ClCCl, CC(C)(C)OC(=O)NC1(C(=O)NC(Cc2ccc(-c3ccc(C#N)cc3)cc2)C(N)=O)CCOCC1. Product: CC(C)(C)OC(=O)NC1(C(=O)NC(C#N)Cc2ccc(-c3ccc(C#N)cc3)cc2)CCOCC1. Reaction SMILES: [Cl:37][CH2:38][Cl:39].[NH2:1][C:2]([CH:3]([CH2:4][c:5]1[cH:6][cH:7][c:8](-[c:11]2[cH:12][cH:13][c:14]([C:17]#[N:18])[cH:15][cH:16]2)[cH:9][cH:10]1)[NH:19][C:20](=[O:21])[C:22]1([NH:28][C:29]([O:30][C:31]([CH3:32])([CH3:33])[CH3:34])=[O:35])[CH2:23][CH2:24][O:25][CH2:26][CH2:27]1)=[O:36]>>[N:1]#[C:2][CH:3]([CH2:4][c:5]1[cH:6][cH:7][c:8](-[c:11]2[cH:12][cH:13][c:14]([C:17]#[N:18])[cH:15][cH:16]2)[cH:9][cH:10]1)[NH:19][C:20](=[O:21])[C:22]1([NH:28][C:29]([O:30][C:31]([CH3:32])([CH3:33])[CH3:34])=[O:35])[CH2:23][CH2:24][O:25][CH2:26][CH2:27]1. Starting materials: ClC1=CC=C(C=C1)C1=CC=C(C=C1)CC1N(CCNC1)CCCCCCS(=O)(=O)N (6-[[4-(4-Chlorophenyl)phenylmethyl]-1-piperazinyl]hexylsulfonamide), CC(C)([O-])C.[K+] (potassium tert-butoxide), [K] (potassium), [OH-].[K+] (potassium hydroxide). Yields the product ClC1=CC=C(C=C1)C1=CC=C(C=C1)CC1N(CCNC1)CCCCCCS(=O)(=O)N.[K] (potassium 6-[[4-(4-chlorophenyl)phenylmethyl]-1-piperazinyl]hexylsulfonamide). Reaction SMILES: [Cl:1][C:2]1[CH:7]=[CH:6][C:5]([C:8]2[CH:13]=[CH:12][C:11]([CH2:14][CH:15]3[CH2:20][NH:19][CH2:18][CH2:17][N:16]3[CH2:21][CH2:22][CH2:23][CH2:24][CH2:25][CH2:26][S:27]([NH2:30])(=[O:29])=[O:28])=[CH:10][CH:9]=2)=[CH:4][CH:3]=1.[K:31].[OH-].[K+].CC(C)([O-])C.[K+]>>[Cl:1][C:2]1[CH:7]=[CH:6][C:5]([C:8]2[CH:9]=[CH:10][C:11]([CH2:14][CH:15]3[CH2:20][NH:19][CH2:18][CH2:17][N:16]3[CH2:21][CH2:22][CH2:23][CH2:24][CH2:25][CH2:26][S:27]([NH2:30])(=[O:29])=[O:28])=[CH:12][CH:13]=2)=[CH:4][CH:3]=1.[K:31] |f:2.3,4.5,6.7,^1:30,69|. Procedure: 6-[[4-(4-Chlorophenyl)phenylmethyl]-1-piperazinyl]hexylsulfonamide prepared according to Method A is converted into potassium salt using aqueous potassium hydroxide solution or potassium tert-butoxide and recrystallized from methanol-diethyl ether to give the title compound as colorless crystals.